Dataset: the Open Reaction Database (ORD), a public repository of structured organic reaction records. Task: describe an organic reaction: reactants, conditions, products, and yield Starting materials: Intermediate 6, NC(CC(=O)O)C1=CC(=C(C=C1)OC)OC (3-amino-3-(3,4-dimethoxy-phenyl)-propionic acid), NC(CC(=O)O)C1=CC=C(C=C1)Cl (3-amino-3-(4-chlorophenyl)propionic acid). Product: NC(CC(=O)OC)C1=CC=C(C=C1)Cl (methyl 3-amino-3-(4-chlorophenyl)propionate). Reaction SMILES: N[CH:2](C1C=CC(OC)=C(OC)C=1)CC(O)=O.[NH2:17][CH:18]([C:23]1[CH:28]=[CH:27][C:26]([Cl:29])=[CH:25][CH:24]=1)[CH2:19][C:20]([OH:22])=[O:21]>>[NH2:17][CH:18]([C:23]1[CH:24]=[CH:25][C:26]([Cl:29])=[CH:27][CH:28]=1)[CH2:19][C:20]([O:22][CH3:2])=[O:21]. Reported procedure: The title compound was prepared following the method for preparing Intermediate 6 except that 3-amino-3-(3,4-dimethoxy-phenyl)-propionic acid was substituted with 3-amino-3-(4-chlorophenyl)propionic acid. 1H NMR (CDCl3): δ 7.24-7.32 (m, 5H), 4.38 (t, 1H, J=5 Hz), 3.65 (s, 3H), 2.61 (d, 2H, J=5 Hz), 1.80 (s, 2H). The reactants are [H-].[Na+] (sodium hydride), CC1(CC(NC2=CC=C(C=C12)C(=O)O)C1=C(C=CC(=C1)N1CCOCC1)C)C (4,4-dimethyl-2-(2-methyl-5-morpholin-4-yl-phenyl)-1,2,3,4-tetrahydro-quinoline-6-carboxylic acid), C(=O)(N1C=NC=C1)N1C=NC=C1 (1,1′-carbonyldiimidazole), C1(CC1)S(=O)(=O)N (cyclopropanesulfonic acid amide). Run in O (water), CN(C=O)C (N,N-dimethylformamide), CN(C=O)C (N,N-dimethylformamide). Reaction conditions: temperature 25 celsius, time 1 hour. Product: CC1(CC(NC2=CC=C(C=C12)C(=O)NS(=O)(=O)C1CC1)C1=C(C=CC(=C1)N1CCOCC1)C)C (cyclopropanesulfonic acid [4,4-dimethyl-2-(2-methyl-5-morpholin-4-yl-phenyl)-1,2,3,4-tetrahydro-quinoline-6-carbonyl]-amide). The yield is 9.3%. RXN SMILES: [H-].[Na+].[CH:3]1([S:6]([NH2:9])(=[O:8])=[O:7])[CH2:5][CH2:4]1.[CH3:10][C:11]1([CH3:37])[C:20]2[C:15](=[CH:16][CH:17]=[C:18]([C:21](O)=[O:22])[CH:19]=2)[NH:14][CH:13]([C:24]2[CH:29]=[C:28]([N:30]3[CH2:35][CH2:34][O:33][CH2:32][CH2:31]3)[CH:27]=[CH:26][C:25]=2[CH3:36])[CH2:12]1.C(N1C=CN=C1)(N1C=CN=C1)=O>CN(C)C=O.O>[CH3:10][C:11]1([CH3:37])[C:20]2[C:15](=[CH:16][CH:17]=[C:18]([C:21]([NH:9][S:6]([CH:3]3[CH2:5][CH2:4]3)(=[O:8])=[O:7])=[O:22])[CH:19]=2)[NH:14][CH:13]([C:24]2[CH:29]=[C:28]([N:30]3[CH2:35][CH2:34][O:33][CH2:32][CH2:31]3)[CH:27]=[CH:26][C:25]=2[CH3:36])[CH2:12]1 |f:0.1|. Procedure: To a suspension of 60% sodium hydride (560 mg, 14 mmol) in N,N-dimethylformamide (5 mL) was added cyclopropanesulfonic acid amide (1.33 g, 14 mmol) at room temperature. The resulting mixture was stirred at 25° C. for 1 h to afford Solution A24. A solution of 4,4-dimethyl-2-(2-methyl-5-morpholin-4-yl-phenyl)-1,2,3,4-tetrahydro-quinoline-6-carboxylic acid (800 mg, 2 mmol) and 1,1′-carbonyldiimidazole (690 mg, 4 mmol) in N,N-dimethylformamide (3 mL) was stirred at 70° C. for 1 h and cooled to room ... Reactants: C1(=CC=CC=C1)O (phenol), ClC1=C(C(=O)Cl)C=C(C=C1)Cl (2,5-dichlorobenzoyl-chloride), C(C)(=O)Cl (acetyl chloride), OC1=CC=C(C=C1)C(C1=C(C=CC(=C1)Cl)Cl)=O (4'-Hydroxy-2,5-dichlorobenzophenone). The product is C(C)(=O)OC1=CC=C(C=C1)C(C1=C(C=CC(=C1)Cl)Cl)=O (4'-Acetoxy-2,5-dichlorobenzophenone). As a reaction SMILES: [OH:1][C:2]1[CH:7]=[CH:6][C:5]([C:8](=[O:17])[C:9]2[CH:14]=[C:13]([Cl:15])[CH:12]=[CH:11][C:10]=2[Cl:16])=[CH:4][CH:3]=1.[C:18]1([OH:24])C=CC=C[CH:19]=1.ClC1C=CC(Cl)=CC=1C(Cl)=O.C(Cl)(=O)C>>[C:18]([O:1][C:2]1[CH:3]=[CH:4][C:5]([C:8](=[O:17])[C:9]2[CH:14]=[C:13]([Cl:15])[CH:12]=[CH:11][C:10]=2[Cl:16])=[CH:6][CH:7]=1)(=[O:24])[CH3:19]. Reported procedure: 4'-Acetoxy-2,5-dichlorobenzophenone is prepared by treating 4'-Hydroxy-2,5-dichlorobenzophenone, which is prepared by the Friedel-Crafts acylation of phenol with 2,5-dichlorobenzoyl-chloride, with acetyl chloride. Starting materials: OC1=C(C=CC=2C(COC21)=O)OC (7-hydroxy-6-methoxybenzofuran-3(2H)-one), C([O-])([O-])=O.[K+].[K+] (potassium carbonate), C(=O)(OC(C)(C)C)N1CCC(CC1)Br (N-Boc-4-bromopiperidine), C(C)(=O)OCC (ethyl acetate). Run in CN(C)C=O (DMF). Reaction conditions: temperature 80 celsius, time 12 hour. Yields the product COC1=C(C2=C(C(CO2)=O)C=C1)OC1CCN(CC1)C(=O)OC(C)(C)C (tert-butyl 4-(6-methoxy-3-oxo-2,3-dihydrobenzofuran-7-yloxy)piperidine-1-carboxylate). Yield: 3.1%. As a reaction SMILES: [OH:1][C:2]1[C:10]2[O:9][CH2:8][C:7](=[O:11])[C:6]=2[CH:5]=[CH:4][C:3]=1[O:12][CH3:13].C(=O)([O-])[O-].[K+].[K+].[C:20]([N:27]1[CH2:32][CH2:31][CH:30](Br)[CH2:29][CH2:28]1)([O:22][C:23]([CH3:26])([CH3:25])[CH3:24])=[O:21].C(OCC)(=O)C>CN(C=O)C>[CH3:13][O:12][C:3]1[CH:4]=[CH:5][C:6]2[C:7](=[O:11])[CH2:8][O:9][C:10]=2[C:2]=1[O:1][CH:30]1[CH2:31][CH2:32][N:27]([C:20]([O:22][C:23]([CH3:26])([CH3:25])[CH3:24])=[O:21])[CH2:28][CH2:29]1 |f:1.2.3|. Procedure: A solution of 7-hydroxy-6-methoxybenzofuran-3(2H)-one (0.30 g, 1.7 mmol) in DMF (5.0 mL) was added with potassium carbonate (1.0 g, 7.2 mmol), and N-Boc-4-bromopiperidine (0.50 g, 1.9 mmol), and the mixture was stirred at 80° C. for 12 hours. The reaction mixture was added with ethyl acetate, and then the organic layer was washed successively with water and saturated brine, and dried over anhydrous magnesium sulfate. The solvent was evaporated under reduced pressure, and then the residue was sub...